Dataset: the Open Reaction Database (ORD), a public repository of structured organic reaction records. Task: describe an organic reaction: reactants, conditions, products, and yield The reactants are C(C)(C)(C)OC(=O)N1CC(CC1)NC(=O)C=1SC=CC1NC1=C2C(=NC=C1)NC=C2 (3-{[3-(1H-Pyrrolo[2,3-b]pyridin-4-ylamino)-thiophene-2-carbonyl]-amino}-pyrrolidine-1-carboxylic acid tert-butyl ester), COC=1C=C(C=CC1)CCN (2-(3-methoxyphenyl)ethylamine). Product: COC=1C=C(C=CC1)CCNC(=O)C=1SC=CC1NC1=C2C(=NC=C1)NC=C2 (3-(1H-Pyrrolo[2,3-b]pyridin-4-ylamino)-thiophene-2-carboxylic acid [2-(3-methoxy-phenyl)-ethyl]-amide). RXN SMILES: C(OC(N1[CH2:12][CH2:11][CH:10]([NH:13][C:14]([C:16]2[S:17][CH:18]=[CH:19][C:20]=2[NH:21][C:22]2[CH:27]=[CH:26][N:25]=[C:24]3[NH:28][CH:29]=[CH:30][C:23]=23)=[O:15])C1)=O)(C)(C)C.[CH3:31][O:32][C:33]1[CH:34]=C(CCN)[CH:36]=[CH:37][CH:38]=1>>[CH3:31][O:32][C:33]1[CH:34]=[C:12]([CH2:11][CH2:10][NH:13][C:14]([C:16]2[S:17][CH:18]=[CH:19][C:20]=2[NH:21][C:22]2[CH:27]=[CH:26][N:25]=[C:24]3[NH:28][CH:29]=[CH:30][C:23]=23)=[O:15])[CH:36]=[CH:37][CH:38]=1. Procedure details: This compound was prepared in an analogous manner as 3-{[3-(1H-Pyrrolo[2,3-b]pyridin-4-ylamino)-thiophene-2-carbonyl]-amino}-pyrrolidine-1-carboxylic acid tert-butyl ester using 2-(3-methoxyphenyl)ethylamine instead of 1-BOC-3-aminopyrrolidine. LCMS (ESI) 393 (M+H) 1H NMR (400 MHz, DMSO-d6) δ ppm 11.68 (1H, br. s.) 10.34 (1H, s) 8.19 (1H, t, J=5.61 Hz) 8.03 (1H, d, J=5.66 Hz) 7.79 (1H, d, J=5.37 Hz) 7.45 (1H, d, J=5.37 Hz) 7.34 (1H, d, J=3.32 Hz) 7.16 (1H, t, J=8.10 Hz) 6.72-6.82 (4H, m) 6.48 (1... The reactants are ClC=1N=CSC1C=O (4-chlorothiazole-5-carbaldehyde), [Na+].C1(=CC=CC=C1)S(=O)[O-] (benzenesulfinic acid sodium salt). Solvent: CS(=O)C (dimethyl sulfoxide). Reaction conditions: temperature 100 celsius, time 30 minute. Product: C1(=CC=CC=C1)S(=O)(=O)C=1N=CSC1C=O (4-benzenesulfonylthiazole-5-carbaldehyde). Yield: 89.3%. Reaction SMILES: Cl[C:2]1[N:3]=[CH:4][S:5][C:6]=1[CH:7]=[O:8].[Na+].[C:10]1([S:16]([O-:18])=[O:17])[CH:15]=[CH:14][CH:13]=[CH:12][CH:11]=1>CS(C)=O>[C:10]1([S:16]([C:2]2[N:3]=[CH:4][S:5][C:6]=2[CH:7]=[O:8])(=[O:18])=[O:17])[CH:15]=[CH:14][CH:13]=[CH:12][CH:11]=1 |f:1.2|. Procedure details: A mixture of 4-chlorothiazole-5-carbaldehyde (0.15 g), benzenesulfinic acid sodium salt (0.25 g) and dimethyl sulfoxide (7.0 mL) was stirred at 100° C. for 30 minutes. The mixture was cooled to room temperature, poured onto ice/water (50 mL) and extracted with ethyl acetate. The combined organic extract was washed with saturated aqueous sodium chloride solution and dried over magnesium sulfate. The solvent was removed under reduced pressure to afford the title compound as a tan oil (0.23 g). Procedure details: A slurry of 4.04 g (11 mmol) of 2-(4-Methoxyphenyl)-3-(3-hydroxyphenyl)-6-methoxybenzo[b]thiophene, 1,4-dibromobutane 26.3 mL (220 mmol), and 3.5 g (25.3 mmol) of K2CO3 in 200 mL of 2-butanone was preapared. The reaction mixture was heated to reflux for two hours, then filtered, and evaporated to dryness. The resulting oil was chromatographed on a silica gel column eluted with a linear gradient begining with EtOAc-hexane (1:9) (v/v) and ending with EtOAc-hexane (1:4) (v/v). The desired fractions... Reaction SMILES: [CH3:1][O:2][C:3]1[CH:8]=[CH:7][C:6]([C:9]2[S:13][C:12]3[CH:14]=[C:15]([O:18][CH3:19])[CH:16]=[CH:17][C:11]=3[C:10]=2[C:20]2[CH:25]=[CH:24][CH:23]=[C:22](O)[CH:21]=2)=[CH:5][CH:4]=1.[Br:27][CH2:28][CH2:29][CH2:30][CH2:31]Br.C([O-])([O-])=O.[K+].[K+]>CC(=O)CC>[CH3:1][O:2][C:3]1[CH:8]=[CH:7][C:6]([C:9]2[S:13][C:12]3[CH:14]=[C:15]([O:18][CH3:19])[CH:16]=[CH:17][C:11]=3[C:10]=2[C:20]2[CH:25]=[CH:24][CH:23]=[C:22]([CH2:31][CH2:30][CH2:29][CH2:28][Br:27])[CH:21]=2)=[CH:5][CH:4]=1 |f:2.3.4|. Yields the product COC1=CC=C(C=C1)C1=C(C2=C(S1)C=C(C=C2)OC)C2=CC(=CC=C2)CCCCBr (2-(4-Methoxyphenyl)-3-[3-(4-bromobutyl)phenyl]-6-methoxybenzo[b]thiophene). Starting materials: COC1=CC=C(C=C1)C1=C(C2=C(S1)C=C(C=C2)OC)C2=CC(=CC=C2)O (2-(4-Methoxyphenyl)-3-(3-hydroxyphenyl)-6-methoxybenzo[b]thiophene), BrCCCCBr (1,4-dibromobutane), C(=O)([O-])[O-].[K+].[K+] (K2CO3). The solvent is CC(CC)=O (2-butanone). Reactants: OCCC1OC2=C(C1)C(=C(C(=C2C)C)OCC2=CC=CC=C2)C (2-(RS)-(2-hydroxyethyl)-2,3-dihydro-5-benzyloxy-4,6,7-trimethylbenzofurane), C(C)(=O)OC(C)=O (acetic anhydride), IR(KBr), Cl (hydrochloric acid). Run in N1=CC=CC=C1 (pyridine). Run at time 6 hour. Yields the product C(C)(=O)OCCC1OC2=C(C1)C(=C(C(=C2C)C)OCC2=CC=CC=C2)C (2-(RS)-(2-acetoxyethyl)-2,3-dihydro-5-benzyloxy-4,6,7-trimethylbenzofurane). As a reaction SMILES: [OH:1][CH2:2][CH2:3][CH:4]1[CH2:8][C:7]2[C:9]([CH3:23])=[C:10]([O:15][CH2:16][C:17]3[CH:22]=[CH:21][CH:20]=[CH:19][CH:18]=3)[C:11]([CH3:14])=[C:12]([CH3:13])[C:6]=2[O:5]1.[C:24](OC(=O)C)(=[O:26])[CH3:25].Cl>N1C=CC=CC=1>[C:24]([O:1][CH2:2][CH2:3][CH:4]1[CH2:8][C:7]2[C:9]([CH3:23])=[C:10]([O:15][CH2:16][C:17]3[CH:18]=[CH:19][CH:20]=[CH:21][CH:22]=3)[C:11]([CH3:14])=[C:12]([CH3:13])[C:6]=2[O:5]1)(=[O:26])[CH3:25]. Reported procedure: A solution of 150 mg of 2-(RS)-(2-hydroxyethyl)-2,3-dihydro-5-benzyloxy-4,6,7-trimethylbenzofurane in 0.6 ml of pyridine is treated with 0.3 ml of acetic anhydride. The mixture is stirred in nitrogen atmosphere at room temperature for 6 hours. After acidifying with hydrochloric acid, the suspension is extracted with ethylic ether then the extracts are dried and evaporated 165 mg of a white crystalline solid are obtained. m.p. 80°-82° C.; IR(KBr): 1742 cm-1 (νAcO); 1H-NMR (CCl4): δ7.4-7.1 (5H,m),... RXN SMILES: [NH2:1][C:2](=[O:35])[CH:3]([OH:34])[CH:4]([NH:12][C:13](=[O:33])[C:14]1[CH:19]=[CH:18][CH:17]=[N:16][C:15]=1[N:20]1[CH:24]=[CH:23][C:22]([CH2:25][NH:26]C2C=CC=CC=2)=[N:21]1)[CH2:5][C:6]1[CH:11]=[CH:10][CH:9]=[CH:8][CH:7]=1.C(O[C:39](=O)[CH3:40])C>>[NH2:1][C:2](=[O:35])[C:3](=[O:34])[CH:4]([NH:12][C:13](=[O:33])[C:14]1[CH:19]=[CH:18][CH:17]=[N:16][C:15]=1[N:20]1[CH:24]=[CH:23][C:22]([CH2:25][N:26]2[CH2:8][CH2:7][CH:6]([C:39]3[CH:40]=[CH:5][CH:4]=[CH:3][CH:2]=3)[CH2:11]2)=[N:21]1)[CH2:5][C:6]1[CH:7]=[CH:8][CH:9]=[CH:10][CH:11]=1. The reactants are NC(C(C(CC1=CC=CC=C1)NC(C1=C(N=CC=C1)N1N=C(C=C1)CNC1=CC=CC=C1)=O)O)=O (N-(4-amino-3-hydroxy-4-oxo-1-phenylbutan-2-yl)-2-(3-((phenylamino)methyl)-1H-pyrazol-1-yl)nicotinamide), crude product, 2-propanole, C(C)OC(C)=O (ethylacetate). Reported procedure: Oxidation of N-(4-amino-3-hydroxy-4-oxo-1-phenylbutan-2-yl)-2-(3-((phenylamino)methyl)-1H-pyrazol-1-yl)nicotinamide (120 mg, 0.255 mmol) as described in example 1.4, subsequent crystallization of the crude product from 2-propanole and then from ethylacetate afforded the title compound as white amorphous solid; 80 mg, ESI-MS [M+H]+: 523.3. 1H-NMR (400 MHz, DMSO), δ[ppm]: 8.93 (m, 1H), 8.50 (m, 1H), 8.32 (m, 1H), 8.06 (m, 1H), 7.82 (m, 1H), 7.71 (m, 1H), 7.42-7.25 (m, 10H), 6.42 (m, 1H), 5.38 (m, ... Product: NC(C(C(CC1=CC=CC=C1)NC(C1=C(N=CC=C1)N1N=C(C=C1)CN1CC(CC1)C1=CC=CC=C1)=O)=O)=O (N-(4-Amino-3,4-dioxo-1-phenylbutan-2-yl)-2-(3-((3-phenylpyrrolidin-1-yl)methyl)-1H-pyrazol-1-yl)nicotinamide).